Dataset: the Open Reaction Database (ORD), a public repository of structured organic reaction records. Task: describe an organic reaction: reactants, conditions, products, and yield Reaction SMILES: [Cl:1][CH2:2][CH2:3][CH2:4][C:5](Cl)=[O:6].[Cl-].[Al+3].[Cl-].[Cl-].[CH3:12][C:13]([C:20]1[CH:25]=[CH:24][CH:23]=[CH:22][CH:21]=1)([CH3:19])[C:14]([O:16][CH2:17][CH3:18])=[O:15]>C(=S)=S>[Cl:1][CH2:2][CH2:3][CH2:4][C:5]([C:23]1[CH:24]=[CH:25][C:20]([C:13]([CH3:12])([CH3:19])[C:14]([O:16][CH2:17][CH3:18])=[O:15])=[CH:21][CH:22]=1)=[O:6] |f:1.2.3.4|. The reactants are HCl ice water, CC(C(=O)OCC)(C)C1=CC=CC=C1 (ethyl α,α-dimethylphenylacetate), ClCCCC(=O)Cl (4-chlorobutyryl chloride), [Cl-].[Al+3].[Cl-].[Cl-] (aluminum chloride). Procedure details: To 700 ml of carbon disulfide containing 36.5 g (0.254 mole) of 4-chlorobutyryl chloride is added 74.5 g (0.56 mole) of aluminum chloride with stirring at -10° C. Stirring is continued for about 15 minutes at about 25° C. then the mixture is recooled to 5° C. and 48.4 g (0.294 mole) of ethyl α,α-dimethylphenylacetate in 100 ml of carbon disulfide is added. The reaction mixture is stirred on an ice bath for 31/2 hours then stirred to 151/2 hours at 25° C. then poured into HCl-ice water and extrac... Solvent: C(=S)=S (carbon disulfide), C(=S)=S (carbon disulfide). Yields the product ClCCCC(=O)C1=CC=C(C=C1)C(C(=O)OCC)(C)C (ethyl 4-(4-chloro-1-oxobutyl)-α, α-dimethylphenylacetate). Run at temperature -10 celsius, time 15 minute. Starting materials: CCCCc1[nH]nc(C(=O)O)c1[N+](=O)[O-], CN(C)C=O, O=C(Cl)C(=O)Cl, ClCCl. Product: CCCCc1[nH]nc(C(N)=O)c1[N+](=O)[O-]. RXN SMILES: [CH2:7]([CH2:8][CH2:9][CH3:10])[c:11]1[c:12]([N+:19](=[O:20])[O-:21])[c:13]([C:16](=[O:17])[OH:18])[n:14][nH:15]1.[CH3:22][N:23]([CH3:24])[CH:25]=[O:26].[Cl:1][C:2]([C:3]([Cl:4])=[O:5])=[O:6].[Cl:27][CH2:28][Cl:29]>>[CH2:7]([CH2:8][CH2:9][CH3:10])[c:11]1[c:12]([N+:19](=[O:20])[O-:21])[c:13]([C:16](=[O:17])[NH2:23])[n:14][nH:15]1. Reactants: O=C([O-])O, COCCOC(=O)Cl, ClCCl, Cl, NC1CCN(c2ccc(N3CC(Cn4ccnn4)OC3=O)cc2F)C1, [Na+]. Yields the product COCCOC(=O)NC1CCN(c2ccc(N3CC(Cn4ccnn4)OC3=O)cc2F)C1. Reaction SMILES: [C:27](=[O:28])([OH:29])[O-:30].[Cl:32][C:33](=[O:34])[O:35][CH2:36][CH2:37][O:38][CH3:39].[Cl:40][CH2:41][Cl:42].[ClH:1].[NH2:2][CH:3]1[CH2:4][N:5]([c:8]2[c:9]([F:26])[cH:10][c:11]([N:14]3[C:15](=[O:25])[O:16][CH:17]([CH2:19][n:20]4[n:21][n:22][cH:23][cH:24]4)[CH2:18]3)[cH:12][cH:13]2)[CH2:6][CH2:7]1.[Na+:31]>>[NH:2]([CH:3]1[CH2:4][N:5]([c:8]2[c:9]([F:26])[cH:10][c:11]([N:14]3[C:15](=[O:25])[O:16][CH:17]([CH2:19][n:20]4[n:21][n:22][cH:23][cH:24]4)[CH2:18]3)[cH:12][cH:13]2)[CH2:6][CH2:7]1)[C:33](=[O:34])[O:35][CH2:36][CH2:37][O:38][CH3:39]. The reactants are B(Br)(Br)Br (boron tribromide), O (water), COCC1=C(C=CC=C1)C(C(=O)OC)=CC (methyl α-(2-methoxymethylphenyl)-β-methylacrylate), CO (methanol). Run in C(Cl)Cl (methylene chloride), C(Cl)Cl (CH2Cl2). Product: BrCC1=C(C=CC=C1)C(C(=O)OC)=CC (methyl α-(2-bromomethylphenyl)-β-methylacrylate). As a reaction SMILES: B(Br)(Br)[Br:2].CO[CH2:7][C:8]1[CH:13]=[CH:12][CH:11]=[CH:10][C:9]=1[C:14](=[CH:19][CH3:20])[C:15]([O:17][CH3:18])=[O:16].CO.O>C(Cl)Cl>[Br:2][CH2:7][C:8]1[CH:13]=[CH:12][CH:11]=[CH:10][C:9]=1[C:14](=[CH:19][CH3:20])[C:15]([O:17][CH3:18])=[O:16]. Reported procedure: At 0° C., 105.3 ml (140 mmol) of a 1.33 M boron tribromide solution in methylene chloride was dripped into 31 g (140 mmol) of methyl α-(2-methoxymethylphenyl)-β-methylacrylate in 500 ml of CH2Cl2, and the mixture was refluxed for 2 hours. 25 ml of methanol was then added, the mixture was stirred for a further 90 minutes at room temperature, hydrolyzed with water while cooling with ice, and washed neutral with 3% strength caustic solution, and the aqueous phase was extracted with methylene chlori...